Dataset: the Open Reaction Database (ORD), a public repository of structured organic reaction records. Task: describe an organic reaction: reactants, conditions, products, and yield Starting materials: O=C([O-])[O-], CC#N, CNC(c1cncnc1C(F)(F)F)C(C)C, [K+], [K+], O, O=C(Cl)Cc1ccccc1. Product: CC(C)C(c1cncnc1C(F)(F)F)N(C)C(=O)Cc1ccccc1. As a reaction SMILES: [C:17](=[O:18])([O-:19])[O-:20].[CH3:34][C:35]#[N:36].[F:1][C:2]([c:3]1[n:4][cH:5][n:6][cH:7][c:8]1[CH:9]([CH:10]([CH3:11])[CH3:12])[NH:13][CH3:14])([F:15])[F:16].[K+:21].[K+:22].[OH2:33].[c:23]1([CH2:29][C:30](=[O:31])[Cl:32])[cH:24][cH:25][cH:26][cH:27][cH:28]1>>[F:1][C:2]([c:3]1[n:4][cH:5][n:6][cH:7][c:8]1[CH:9]([CH:10]([CH3:11])[CH3:12])[N:13]([CH3:14])[C:30]([CH2:29][c:23]1[cH:24][cH:25][cH:26][cH:27][cH:28]1)=[O:31])([F:15])[F:16]. The reactants are [OH-].[Na+] (sodium hydroxide), OO (hydrogen peroxide), C(CCC)[Li] (n-butyllithium), BrC1=C(C(=CC(=C1)C(C)(OC)OC)C(C)(C)C)OC (1-Bromo-3-tert-butyl-5-(1,1-dimethoxyethyl)-2-methoxybenzene), B(OC)(OC)OC (trimethyl borate), Cl (hydrochloric acid). Solvent: CC(OCC)=O (EA), O (water), C1CCOC1 (THF). Reaction conditions: time 30 minute. Yields the product C(C)(C)(C)C=1C=C(C=C(C1OC)O)C(C)=O (1-(3-tert-Butyl-5-hydroxy-4-methoxyphenyl)ethanone). RXN SMILES: Br[C:2]1[CH:7]=[C:6]([C:8](OC)([O:10]C)[CH3:9])[CH:5]=[C:4]([C:14]([CH3:17])([CH3:16])[CH3:15])[C:3]=1[O:18][CH3:19].C([Li])CCC.B(OC)(OC)[O:26]C.[OH-].[Na+].OO.Cl>C1COCC1.CC(=O)OCC.O>[C:14]([C:4]1[CH:5]=[C:6]([C:8](=[O:10])[CH3:9])[CH:7]=[C:2]([OH:26])[C:3]=1[O:18][CH3:19])([CH3:17])([CH3:16])[CH3:15] |f:3.4|. Procedure: 1-Bromo-3-tert-butyl-5-(1,1-dimethoxyethyl)-2-methoxybenzene (O4.070; 36.3 g) was dissolved in THF (1 l), n-butyllithium (52.6 ml; 2.5 M in hexane) was added dropwise at −75° C. under argon, and the mixture was stirred for a further 30 min. Then trimethyl borate (37.3 ml) was added dropwise and the mixture was allowed to come to RT within 2 h. Subsequently, sodium hydroxide (4.4 g, dissolved in 10 ml of water) and hydrogen peroxide solution (62.3 ml; 35% in water) were added successively. After ... Reactants: [N+](=O)([O-])C1=C(C=C(N)C=C1)C(F)(F)F (4-nitro-3-(trifluoromethyl)aniline), O1C(CCC1=O)=O (tetrahydrofuran-2,5-dione). Run in C1(=CC=CC=C1)C (toluene). The product is [N+](=O)([O-])C1=C(C=C(C=C1)NC(CCC(=O)O)=O)C(F)(F)F (4-(4-nitro-3-(trifluoromethyl)phenylamino)-4-oxobutanoic acid). Isolated yield 37.0%. RXN SMILES: [N+:1]([C:4]1[CH:10]=[CH:9][C:7]([NH2:8])=[CH:6][C:5]=1[C:11]([F:14])([F:13])[F:12])([O-:3])=[O:2].[O:15]1[C:19](=[O:20])[CH2:18][CH2:17][C:16]1=[O:21]>C1(C)C=CC=CC=1>[N+:1]([C:4]1[CH:10]=[CH:9][C:7]([NH:8][C:19](=[O:20])[CH2:18][CH2:17][C:16]([OH:21])=[O:15])=[CH:6][C:5]=1[C:11]([F:12])([F:13])[F:14])([O-:3])=[O:2]. Procedure details: To a solution of 4-nitro-3-(trifluoromethyl)aniline (2.0 g, 9.7 mmol) in toluene (30 mL) was added tetrahydrofuran-2,5-dione (1.2 g, 11.6 mmol) and the mixture refluxed for 1.5 h. The reaction mixture was cooled, filtered, and the solid washed with ether to provide 4-(4-nitro-3-(trifluoromethyl)phenylamino)-4-oxobutanoic acid (1.1 g, 39% yield). M+H m/z 307.3.